From a dataset of the Open Reaction Database (ORD), a public repository of structured organic reaction records. describe an organic reaction: reactants, conditions, products, and yield Reactants: C1(=CCCC1)C=1C=CC(=NC1)C(=O)O (5-cyclopentenyl-pyridine-2-carboxylic acid). The reagents and catalysts are [Pd] (palladium on carbon). The solvent is CO (methanol). Run at time 8 hour. Product: C1(CCCC1)C=1C=CC(=NC1)C(=O)O (5-Cyclopentyl-pyridine-2-carboxylic acid). Reaction SMILES: [C:1]1([C:6]2[CH:7]=[CH:8][C:9]([C:12]([OH:14])=[O:13])=[N:10][CH:11]=2)[CH2:5][CH2:4][CH2:3][CH:2]=1>[Pd].CO>[CH:1]1([C:6]2[CH:7]=[CH:8][C:9]([C:12]([OH:14])=[O:13])=[N:10][CH:11]=2)[CH2:2][CH2:3][CH2:4][CH2:5]1. Procedure details: A suspension of 5-cyclopentenyl-pyridine-2-carboxylic acid (2.0 g, 11 mmol) and palladium on carbon (10% w/w, 0.5 g) in methanol (20 mL) under a hydrogen atmosphere was stirred at ambient temperature overnight. The mixture was filtered and the filtrate concentrated in vacuo to give the title compound which was used in the next step without further purification (1.4 g, 72%); MS (EI): m/e=192.1 [M+H]+.